From a dataset of the Open Reaction Database (ORD), a public repository of structured organic reaction records. describe an organic reaction: reactants, conditions, products, and yield Reaction SMILES: [Br:1]N1C(=O)CCC1=O.[F:9][C:10]1[CH:15]=[CH:14][C:13]([C:16]2[N:20]([C:21]3[CH:30]=[CH:29][C:28]4[C:23](=[CH:24][CH:25]=[CH:26][CH:27]=4)[N:22]=3)[N:19]=[C:18]([CH:31]([CH3:33])[CH3:32])[CH:17]=2)=[CH:12][CH:11]=1.O>CN(C=O)C>[Br:1][C:17]1[C:18]([CH:31]([CH3:33])[CH3:32])=[N:19][N:20]([C:21]2[CH:30]=[CH:29][C:28]3[C:23](=[CH:24][CH:25]=[CH:26][CH:27]=3)[N:22]=2)[C:16]=1[C:13]1[CH:14]=[CH:15][C:10]([F:9])=[CH:11][CH:12]=1. Yield: 97.5%. Starting materials: BrN1C(CCC1=O)=O (N-bromosuccinimide), FC1=CC=C(C=C1)C1=CC(=NN1C1=NC2=CC=CC=C2C=C1)C(C)C (2-[5-(4-fluorophenyl)-3-(1-methylethyl)-1H-pyrazol-1-yl]quinoline), O (H2O). Procedure details: N-bromosuccinimide (21.03 g, 118 mmoles) was added in one portion to a solution of 2-[5-(4-fluorophenyl)-3-(1-methylethyl)-1H-pyrazol-1-yl]quinoline (39.16 g, 118 mmoles) in 400 mL DMF at 0° C. under an inert atmosphere. The mixture was warmed to room temperature and stirred for 16 hours, then poured into 500 mL H2O and the resulting precipitate was collected. The precipitate was air dried on a vacuum filter for 16 hours to give 47.20 g (97%) of the title compound as a white solid, mp 110°-114° ... The product is BrC=1C(=NN(C1C1=CC=C(C=C1)F)C1=NC2=CC=CC=C2C=C1)C(C)C (2-[4-bromo-5-(4-fluorophenyl)-3-(1-methylethyl)-1H-pyrazol-1-yl]quinoline). The solvent is CN(C)C=O (DMF). Reaction conditions: time 16 hour. The reactants are FC1=CC=C(C=C1)C(CCCCN1CCC(CC1)C=1C=C(C=CC1)NC(C(C)C)=O)=O (N-(3-{1-[5-(4-fluorophenyl)-5-oxopentyl]-4-piperidinyl}phenyl)-2-methylpropanamide), Cl.CC1=CC=C(C=C1)NN (4-methylphenylhydrazine hydrochloride). The product is FC1=CC=C(C=C1)C=1NC2=CC=C(C=C2C1CCCN1CCC(CC1)C=1C=C(C=CC1)NC(C(C)C)=O)C (N-[3-(1-{3-[2-(4-FLUOROPHENYL)-5-METHYL-1H-INDOL-3-YL]PROPYL}-4-PIPERIDINYL)PHENYL]-2-METHYLPROPANAMIDE). Reaction SMILES: [F:1][C:2]1[CH:7]=[CH:6][C:5]([C:8](=O)[CH2:9][CH2:10][CH2:11][CH2:12][N:13]2[CH2:18][CH2:17][CH:16]([C:19]3[CH:20]=[C:21]([NH:25][C:26](=[O:30])[CH:27]([CH3:29])[CH3:28])[CH:22]=[CH:23][CH:24]=3)[CH2:15][CH2:14]2)=[CH:4][CH:3]=1.Cl.[CH3:33][C:34]1[CH:39]=[CH:38][C:37]([NH:40]N)=[CH:36][CH:35]=1>>[F:1][C:2]1[CH:7]=[CH:6][C:5]([C:8]2[NH:40][C:37]3[C:38]([C:9]=2[CH2:10][CH2:11][CH2:12][N:13]2[CH2:18][CH2:17][CH:16]([C:19]4[CH:20]=[C:21]([NH:25][C:26](=[O:30])[CH:27]([CH3:29])[CH3:28])[CH:22]=[CH:23][CH:24]=4)[CH2:15][CH2:14]2)=[CH:39][C:34]([CH3:33])=[CH:35][CH:36]=3)=[CH:4][CH:3]=1 |f:1.2|. Procedure details: Prepared by Procedure E and Scheme M using N-(3-{1-[5-(4-fluorophenyl)-5-oxopentyl]-4-piperidinyl}phenyl)-2-methylpropanamide and 4-methylphenylhydrazine hydrochloride: ESMS m/e: 512.2 (M+H)+. Starting materials: CC(=O)OC(C)=O, ClCCl, Nc1nc2cnccc2s1, c1ccncc1. The product is CC(=O)Nc1nc2cnccc2s1. Reaction SMILES: [CH3:17][C:18](=[O:19])[O:20][C:21](=[O:22])[CH3:23].[Cl:24][CH2:25][Cl:26].[NH2:1][c:2]1[s:3][c:4]2[c:5]([cH:6][n:7][cH:8][cH:9]2)[n:10]1.[cH:11]1[cH:12][cH:13][n:14][cH:15][cH:16]1>>[NH:1]([c:2]1[s:3][c:4]2[c:5]([cH:6][n:7][cH:8][cH:9]2)[n:10]1)[C:18]([CH3:17])=[O:19]. Starting materials: Intermediate B53, C1(=CC=CC=C1)B(O)O (phenylboronic acid), BrC1=C(OC(C2=CC=C(C=C12)Cl)=O)C(C)O (4-bromo-6-chloro-3-(1-hydroxyethyl)-1H-isochromen-1-one), BrC1=C(OC(C2=CC=C(C=C12)Cl)=O)C(C)O (4-bromo-6-chloro-3-(1-hydroxyethyl)-1H-isochromen-1-one). Yields the product ClC=1C=C2C(=C(OC(C2=CC1)=O)C(C)O)C1=CC=CC=C1 (6-chloro-3-(1-hydroxyethyl)-4-phenyl-1H-isochromen-1-one). Yield: 44.6%. RXN SMILES: Br[C:2]1[C:11]2[C:6](=[CH:7][CH:8]=[C:9]([Cl:12])[CH:10]=2)[C:5](=[O:13])[O:4][C:3]=1[CH:14]([OH:16])[CH3:15].[C:17]1(B(O)O)[CH:22]=[CH:21][CH:20]=[CH:19][CH:18]=1>>[Cl:12][C:9]1[CH:10]=[C:11]2[C:6](=[CH:7][CH:8]=1)[C:5](=[O:13])[O:4][C:3]([CH:14]([OH:16])[CH3:15])=[C:2]2[C:17]1[CH:22]=[CH:21][CH:20]=[CH:19][CH:18]=1. Reported procedure: The title compound was made in a similar way of that of Intermediate B53 from 4-bromo-6-chloro-3-(1-hydroxyethyl)-1H-isochromen-1-one (intermediate A6, 0.973 g, 3.205 mmol) and phenylboronic acid (0.586 g, 4.808 mmol) to yield title compound as a white foam (0.430 g, 1.43 mmol, 45%). Starting materials: C1=CC=CC=2NC3=CC=CC=C3CC12 (acridan), CC(C)([O-])C.[Na+] (sodium t-butoxide), BrC1=C(C=CC=C1C)C (1-bromo-2,6-dimethylbenzene). Reagents/catalysts: CC(=O)[O-].CC(=O)[O-].[Pd+2] (Pd(OAc)2), C(C)(C)(C)P(C(C)(C)C)C(C)(C)C (tri-t-butylphosphine). The solvent is C1(=CC=CC=C1)C (toluene). Reaction conditions: time 16 hour. Product: CC1=C(C(=CC=C1)C)N1C=2C=CC=CC2CC2=CC=CC=C12 (N-(2,6-dimethylphenyl)acridan). Isolated yield 66.2%. Reaction SMILES: [CH:1]1[C:14]2[CH2:13][C:12]3[C:7](=[CH:8][CH:9]=[CH:10][CH:11]=3)[NH:6][C:5]=2[CH:4]=[CH:3][CH:2]=1.CC(C)([O-])C.[Na+].Br[C:22]1[C:27]([CH3:28])=[CH:26][CH:25]=[CH:24][C:23]=1[CH3:29]>C1(C)C=CC=CC=1.CC([O-])=O.CC([O-])=O.[Pd+2].C(P(C(C)(C)C)C(C)(C)C)(C)(C)C>[CH3:29][C:23]1[CH:24]=[CH:25][CH:26]=[C:27]([CH3:28])[C:22]=1[N:6]1[C:7]2[C:12](=[CH:11][CH:10]=[CH:9][CH:8]=2)[CH2:13][C:14]2[CH:1]=[CH:2][CH:3]=[CH:4][C:5]1=2 |f:1.2,5.6.7|. Reported procedure: A mixture containing 5.0 g of acridan (0.027 mol), 186 mg of Pd(OAc)2 (8.2×10−4 mol), 186 mg of tri-t-butylphosphine (8.2×10−4 mol), 3.97 g of sodium t-butoxide (0.041 mol), and 6.12 g of 1-bromo-2,6-dimethylbenzene (0.033 mol) in 70 mL of dry toluene was stirred under argon at room temperature for 16 h. Since TLC analysis still showed the presence of starting material, the reaction mixture was heated at 85° C. for 3 h. The reaction mixture was cooled, filtered and the precipitate was washed wit... The reactants are CCN=C=NCCCN(C)C, COc1ccccc1N1CCNCC1, CN(C)C=O, Cl, On1nnc2ccccc21, O=C(O)CCOc1cccc2c1SCCC2. Yields the product COc1ccccc1N1CCN(C(=O)CCOc2cccc3c2SCCC3)CC1. Reaction SMILES: [CH3:18][N:19]([CH3:20])[CH2:21][CH2:22][CH2:23][N:24]=[C:25]=[N:26][CH2:27][CH3:28].[CH3:39][O:40][c:41]1[c:42]([N:47]2[CH2:48][CH2:49][NH:50][CH2:51][CH2:52]2)[cH:43][cH:44][cH:45][cH:46]1.[CH3:53][N:54]([CH3:55])[CH:56]=[O:57].[ClH:17].[OH:29][n:30]1[c:31]2[cH:32][cH:33][cH:34][cH:35][c:36]2[n:37][n:38]1.[S:1]1[CH2:2][CH2:3][CH2:4][c:5]2[cH:6][cH:7][cH:8][c:9]([O:11][CH2:12][CH2:13][C:14](=[O:15])[OH:16])[c:10]21>>[S:1]1[CH2:2][CH2:3][CH2:4][c:5]2[cH:6][cH:7][cH:8][c:9]([O:11][CH2:12][CH2:13][C:14](=[O:16])[N:50]3[CH2:49][CH2:48][N:47]([c:42]4[c:41]([O:40][CH3:39])[cH:46][cH:45][cH:44][cH:43]4)[CH2:52][CH2:51]3)[c:10]21. Reactants: O=C([O-])[O-], [K+], [K+], CN(C)C=O, O, N#Cc1cccc(O)c1, ClCc1cccc(OCc2ccc3ccccc3n2)c1. Product: N#Cc1cccc(OCc2cccc(OCc3ccc4ccccc4n3)c2)c1. Reaction SMILES: [C:30](=[O:31])([O-:32])[O-:33].[K+:34].[K+:35].[O:37]=[CH:38][N:39]([CH3:40])[CH3:41].[OH2:36].[OH:1][c:2]1[cH:3][c:4]([C:5]#[N:6])[cH:7][cH:8][cH:9]1.[n:10]1[c:11]([CH2:20][O:21][c:22]2[cH:23][c:24]([CH2:25][Cl:26])[cH:27][cH:28][cH:29]2)[cH:12][cH:13][c:14]2[cH:15][cH:16][cH:17][cH:18][c:19]12>>[O:1]([c:2]1[cH:3][c:4]([C:5]#[N:6])[cH:7][cH:8][cH:9]1)[CH2:25][c:24]1[cH:23][c:22]([O:21][CH2:20][c:11]2[n:10][c:19]3[c:14]([cH:13][cH:12]2)[cH:15][cH:16][cH:17][cH:18]3)[cH:29][cH:28][cH:27]1. The reactants are O=C([O-])[O-], CN(C)C=O, CCCn1cnnc1CCl, Cl, [K+], [K+], O=[N+]([O-])c1ccc(S)nc1. The product is CCCn1cnnc1CSc1ccc([N+](=O)[O-])cn1. RXN SMILES: [C:22](=[O:23])([O-:24])[O-:25].[CH3:28][N:29]([CH3:30])[CH:31]=[O:32].[Cl:12][CH2:13][c:14]1[n:15][n:16][cH:17][n:18]1[CH2:19][CH2:20][CH3:21].[ClH:11].[K+:26].[K+:27].[SH:1][c:2]1[n:3][cH:4][c:5]([N+:8](=[O:9])[O-:10])[cH:6][cH:7]1>>[S:1]([c:2]1[n:3][cH:4][c:5]([N+:8](=[O:9])[O-:10])[cH:6][cH:7]1)[CH2:13][c:14]1[n:15][n:16][cH:17][n:18]1[CH2:19][CH2:20][CH3:21]. Starting materials: NC=1C(=CC=CC1)C (o-toluidine), C(C)(OCC)(OCC)OCC (triethyl orthoacetate), C(C)(=O)O (acetic acid), Cl (HCl), amidine, amidine. Solvent: CCOCC (ether). The product is Cl (hydrochloride), CC1=C(C=CC=C1)NC(C)=NC1=C(C=CC=C1)C (N,N'-Bis(o-methylphenyl)acetamidine). Isolated yield 88.0%. Reaction SMILES: [NH2:1][C:2]1[C:3]([CH3:8])=[CH:4][CH:5]=[CH:6][CH:7]=1.C(O[CH2:18][CH3:19])(OCC)(OCC)C.[ClH:20].[C:21](O)(=O)[CH3:22]>CCOCC>[ClH:20].[CH3:8][C:3]1[CH:4]=[CH:5][CH:6]=[CH:7][C:2]=1[NH:1][C:2](=[N:1][C:22]1[CH:21]=[CH:8][CH:3]=[CH:4][C:18]=1[CH3:19])[CH3:7]. Procedure: According to literature ((Taylor, E. C. et al., J. Org. Chem. 28:1108 (1963)), a solution of o-toluidine (4.28 g, 40.0 mmol) and triethyl orthoacetate (3.24 g, 290 mmol) in acetic acid (1 ml) was heated to reflux for 2 h. Volatile compounds were distilled off (120°-140°, 20 mm) and the solid residue was extracted with ether (total of 50 ml) in presence of 1N solution of Na2CO3 in water (100 ml). Two fold recrystallization from hexane-5% toluene gave white but still impure amidine (1.85 g, 38%); ... Reactants: CC(C)(C)[Si](C)(C)Cl, CN(C)C=O, N#CC1(c2ccc(O)cc2)CCOCC1, c1c[nH]cn1. Yields the product CC(C)(C)[Si](C)(C)Oc1ccc(C2(C#N)CCOCC2)cc1. RXN SMILES: [C:16]([CH3:17])([CH3:18])([CH3:19])[Si:20]([CH3:21])([CH3:22])[Cl:23].[O:29]=[CH:30][N:31]([CH3:32])[CH3:33].[OH:1][c:2]1[cH:3][cH:4][c:5]([C:8]2([C:14]#[N:15])[CH2:9][CH2:10][O:11][CH2:12][CH2:13]2)[cH:6][cH:7]1.[nH:24]1[cH:25][cH:26][n:27][cH:28]1>>[O:1]([c:2]1[cH:3][cH:4][c:5]([C:8]2([C:14]#[N:15])[CH2:9][CH2:10][O:11][CH2:12][CH2:13]2)[cH:6][cH:7]1)[Si:20]([C:16]([CH3:17])([CH3:18])[CH3:19])([CH3:21])[CH3:22].